Dataset: the Open Reaction Database (ORD), a public repository of structured organic reaction records. Task: describe an organic reaction: reactants, conditions, products, and yield Reactants: CC(C)C[Al+]CC(C)C, ClCCl, CO, CCOC(=O)C(CCCCCl)c1cccc(-c2cccnc2)c1, [H-], [Na+], [Na+], O=S(=O)([O-])[O-]. Yields the product O=CC(CCCCCl)c1cccc(-c2cccnc2)c1. As a reaction SMILES: [CH2:25]([Al+:26][CH2:27][CH:28]([CH3:29])[CH3:30])[CH:31]([CH3:32])[CH3:33].[CH2:43]([Cl:44])[Cl:45].[CH3:34][OH:35].[Cl:1][CH2:2][CH2:3][CH2:4][CH2:5][CH:6]([C:7](=[O:8])[O:9][CH2:10][CH3:11])[c:12]1[cH:13][c:14](-[c:18]2[cH:19][n:20][cH:21][cH:22][cH:23]2)[cH:15][cH:16][cH:17]1.[H-:24].[Na+:36].[Na+:37].[O-:38][S:39](=[O:40])(=[O:41])[O-:42]>>[Cl:1][CH2:2][CH2:3][CH2:4][CH2:5][CH:6]([CH:7]=[O:8])[c:12]1[cH:13][c:14](-[c:18]2[cH:19][n:20][cH:21][cH:22][cH:23]2)[cH:15][cH:16][cH:17]1. The reactants are C1(=CC=CC=C1)C(N1CC(CCC1)C(=O)N)C1=CC=CC=C1 (1-diphenylmethylpiperidin-3-carboxamide), [H-].[H-].[H-].[H-].[Li+].[Al+3] (LiAlH4), [OH-].[Na+] (NaOH), O (H2O). Run in C1CCOC1 (THF), C1CCOC1 (THF). Yields the product NCC1CN(CCC1)C(C1=CC=CC=C1)C1=CC=CC=C1 (3-aminomethyl-1-diphenylmethylpiperidine). RXN SMILES: [H-].[H-].[H-].[H-].[Li+].[Al+3].[C:7]1([CH:13]([C:23]2[CH:28]=[CH:27][CH:26]=[CH:25][CH:24]=2)[N:14]2[CH2:19][CH2:18][CH2:17][CH:16]([C:20]([NH2:22])=O)[CH2:15]2)[CH:12]=[CH:11][CH:10]=[CH:9][CH:8]=1.[OH-].[Na+].O>C1COCC1>[NH2:22][CH2:20][CH:16]1[CH2:17][CH2:18][CH2:19][N:14]([CH:13]([C:23]2[CH:28]=[CH:27][CH:26]=[CH:25][CH:24]=2)[C:7]2[CH:8]=[CH:9][CH:10]=[CH:11][CH:12]=2)[CH2:15]1 |f:0.1.2.3.4.5,7.8|. Procedure: Step 2): To a suspension of LiAlH4 (10 g, 263 mmol) in THF (100 ml) was added dropwise a solution of 1-diphenylmethylpiperidin-3-carboxamide (32 g, 109 mmol) in THF (130 ml) for 40 mins under stirring and cooling in an ice-bath. After the addition was complete, the mixture was refluxed for 2 hours and then cooled. To the resulting mixture, 15% NaOH aqueous solution and H2O were added dropwise in order, and the insoluble materials were filtered off. The filtrate was dried over MgSO4 and evaporate...